From a dataset of the Open Reaction Database (ORD), a public repository of structured organic reaction records. describe an organic reaction: reactants, conditions, products, and yield Reactants: C[O-], CS(C)=O, Cc1cc(Nc2ncnc3cc(Cl)c([N+](=O)[O-])cc23)ccc1OCc1ccccn1, [Na+], O. Product: COc1cc2ncnc(Nc3ccc(OCc4ccccn4)c(C)c3)c2cc1[N+](=O)[O-]. As a reaction SMILES: [CH3:1][O-:2].[CH3:34][S:35]([CH3:36])=[O:37].[Cl:4][c:5]1[c:6]([N+:31](=[O:32])[O-:33])[cH:7][c:8]2[c:9]([NH:15][c:16]3[cH:17][c:18]([CH3:30])[c:19]([O:22][CH2:23][c:24]4[n:25][cH:26][cH:27][cH:28][cH:29]4)[cH:20][cH:21]3)[n:10][cH:11][n:12][c:13]2[cH:14]1.[Na+:3].[OH2:38]>>[CH3:1][O:2][c:5]1[c:6]([N+:31](=[O:32])[O-:33])[cH:7][c:8]2[c:9]([NH:15][c:16]3[cH:17][c:18]([CH3:30])[c:19]([O:22][CH2:23][c:24]4[n:25][cH:26][cH:27][cH:28][cH:29]4)[cH:20][cH:21]3)[n:10][cH:11][n:12][c:13]2[cH:14]1. Reactants: C(C)N1CCN(CC1)C1=NC(=CC2=CC=CC=C12)Br (1-(4-ethylpiperazin-1-yl)-3-bromoisoquinoline), C(C1=CC=CC=C1)[Mg]Cl.CCOCC (benzylmagnesium chloride ether). The reagents and catalysts are Cl[Ni]1([P](CCC[P](C2=CC=CC=C2)1C3=CC=CC=C3)(C4=CC=CC=C4)C5=CC=CC=C5)Cl ([1,3-bis(diphenylphosphino)propane]dichloronickel(II)). Solvent: CCOCC (ether), C(C)OCC (diethyl ether). Reaction conditions: time 8 hour. Product: C(C)N1CCN(CC1)C1=NC(=CC2=CC=CC=C12)CC1=CC=CC=C1 (1-(4-ethylpiperazin-1-yl)-3-benzylisoquinoline). Isolated yield 59.5%. Reaction SMILES: [CH2:1]([N:3]1[CH2:8][CH2:7][N:6]([C:9]2[C:18]3[C:13](=[CH:14][CH:15]=[CH:16][CH:17]=3)[CH:12]=[C:11](Br)[N:10]=2)[CH2:5][CH2:4]1)[CH3:2].[CH2:20]([Mg]Cl)[C:21]1[CH:26]=[CH:25][CH:24]=[CH:23][CH:22]=1.CCOCC>C(OCC)C.Cl[Ni]1(Cl)[P](C2C=CC=CC=2)(C2C=CC=CC=2)CCC[P]1(C1C=CC=CC=1)C1C=CC=CC=1>[CH2:1]([N:3]1[CH2:8][CH2:7][N:6]([C:9]2[C:18]3[C:13](=[CH:14][CH:15]=[CH:16][CH:17]=3)[CH:12]=[C:11]([CH2:20][C:21]3[CH:26]=[CH:25][CH:24]=[CH:23][CH:22]=3)[N:10]=2)[CH2:5][CH2:4]1)[CH3:2] |f:1.2,^1:41,57|. Procedure details: To a mixture solution of 1-(4-ethylpiperazin-1-yl)-3-bromoisoquinoline (0.71 g) cooled to 0° C. and [1,3-bis(diphenylphosphino)propane]dichloronickel(II) (0.05 g) in diethyl ether (20 ml) was dropwise added 1M benzylmagnesium chloride/ether solution (4.5 ml) in nitrogen atmosphere. The reaction mixture was stirred at room temperature overnight. The reaction solution was diluted with ether (30 ml), washed with water and brine, and then dried over magnesium sulfate. The solvent was removed, and th... Starting materials: ClC=1C(=NC=C(C1)C(F)(F)F)N[C@@H]1[C@H](CCC1)NC(=O)C1=NC=CC=C1N1N=CC=N1 (N-[(1S,2S)-2-{[3-Chloro-5-(trifluoromethyl)pyridin-2-yl]amino}cyclopentyl]-3-(2H-1,2,3-triazol-2-yl)pyridine-2-carboxamide), N=1N(N=CC1)C=1C(=NC=CC1)C(=O)O (3-(2H-1,2,3-triazol-2-yl)pyridine-2-carboxylic acid), Cl.CC=1C(=NC=C(C1)C(F)(F)F)N[C@@H]1[C@H](CCC1)N ((1S,2S)-1-N-[3-methyl-5-(trifluoromethyl)pyridin-2-yl]cyclopentane-1,2-diamine hydrochloride), Cl.CC=1C(=NC=C(C1)C(F)(F)F)N[C@@H]1[C@H](CCC1)N ((1S,2S)-1-N-[3-methyl-5-(trifluoromethyl)pyridin-2-yl]cyclopentane-1,2-diamine hydrochloride). Product: CC=1C(=NC=C(C1)C(F)(F)F)N[C@@H]1[C@H](CCC1)NC(=O)C1=NC=CC=C1N1N=CC=N1 (N-[(1S,2S)-2-{[3-Methyl-5-(trifluoromethyl)pyridin-2-yl]amino}cyclopentyl]-3-(2H-1,2,3-triazol-2-yl)pyridine-2-carboxamide). RXN SMILES: Cl[C:2]1[C:3]([NH:12][C@H:13]2[CH2:17][CH2:16][CH2:15][C@@H:14]2[NH:18][C:19]([C:21]2[C:26]([N:27]3[N:31]=[CH:30][CH:29]=[N:28]3)=[CH:25][CH:24]=[CH:23][N:22]=2)=[O:20])=[N:4][CH:5]=[C:6]([C:8]([F:11])([F:10])[F:9])[CH:7]=1.Cl.[CH3:33]C1C(N[C@H]2CCC[C@@H]2N)=NC=C(C(F)(F)F)C=1.N1N(C2C(C(O)=O)=NC=CC=2)N=CC=1>>[CH3:33][C:2]1[C:3]([NH:12][C@H:13]2[CH2:17][CH2:16][CH2:15][C@@H:14]2[NH:18][C:19]([C:21]2[C:26]([N:27]3[N:28]=[CH:29][CH:30]=[N:31]3)=[CH:25][CH:24]=[CH:23][N:22]=2)=[O:20])=[N:4][CH:5]=[C:6]([C:8]([F:10])([F:9])[F:11])[CH:7]=1 |f:1.2|. Reported procedure: Prepared according to the procedure for N-[(1S,2S)-2-{ [3-chloro-5-(trifluoromethyl)pyridin-2-yl]amino}cyclopentyl]-3-(2H-1,2,3-triazol-2-yl)pyridine-2-carboxamide (Example 122) from (1S,2S)-1-N-[3-methyl-5-(trifluoromethyl)pyridin-2-yl]cyclopentane-1,2-diamine hydrochloride (Intermediate 35; 100 mg, 0.34 mmol) and 3-(2H-1,2,3-triazol-2-yl)pyridine-2-carboxylic acid (CAS number 1252907-86-0; 71 mg, 0.37 mmol) to afford the title compound. Reactants: CCCCCCCCCCN, C1CCOC1, O=C(Cl)C=C(c1ccccc1)c1ccc([N+](=O)[O-])cc1. Product: CCCCCCCCCCNC(=O)C=C(c1ccccc1)c1ccc([N+](=O)[O-])cc1. As a reaction SMILES: [CH2:1]([CH2:2][CH2:3][CH2:4][CH2:5][CH2:6][CH2:7][CH2:8][CH2:9][CH3:10])[NH2:11].[O:32]1[CH2:33][CH2:34][CH2:35][CH2:36]1.[c:12]1([C:18](=[CH:19][C:20](=[O:21])[Cl:22])[c:23]2[cH:24][cH:25][c:26]([N+:29](=[O:30])[O-:31])[cH:27][cH:28]2)[cH:13][cH:14][cH:15][cH:16][cH:17]1>>[CH2:1]([CH2:2][CH2:3][CH2:4][CH2:5][CH2:6][CH2:7][CH2:8][CH2:9][CH3:10])[NH:11][C:20]([CH:19]=[C:18]([c:12]1[cH:13][cH:14][cH:15][cH:16][cH:17]1)[c:23]1[cH:24][cH:25][c:26]([N+:29](=[O:30])[O-:31])[cH:27][cH:28]1)=[O:21]. The reactants are CN1C(=NC2C1CN(C2)C(=O)OC(C)(C)C)C(F)(F)F (tert-Butyl 1-methyl-2-(trifluoromethyl)-3a,4,6,6a-tetrahydropyrrolo[3,4-d]imidazole-5(1H)-carboxylate), Cl (hydrochloric acid). Solvent: CO (methanol), C(C)(=O)OCC (ethyl acetate). Reaction conditions: time 2 hour. The product is CN1C(=NC2=C1CNC2)C(F)(F)F (1-Methyl-2-(trifluoromethyl)-1,4,5,6-tetrahydropyrrolo[3,4-d]imidazole). Reaction SMILES: [CH3:1][N:2]1[CH:6]2[CH2:7][N:8](C(OC(C)(C)C)=O)[CH2:9][CH:5]2[N:4]=[C:3]1[C:17]([F:20])([F:19])[F:18].Cl>CO.C(OCC)(=O)C>[CH3:1][N:2]1[C:6]2[CH2:7][NH:8][CH2:9][C:5]=2[N:4]=[C:3]1[C:17]([F:19])([F:18])[F:20]. Procedure details: To the product from Step A in 2 mL of methanol was added 2 mL of saturated hydrochloric acid in ethyl acetate. After stirring for 2 h the reaction was concentrated in vacuo and the residue purified by preparative thin layer chromatography using an Analtech® 1500 micron plate (20% methanol/ethyl acetate, 2% ammonium hydroxide) to give the title compound as a white solid. LC/MS 192.2 (M+1). Reactants: Cl (hydrogen chloride), C(C)(C)(C)OC(=O)N1[C@H](C[C@H](C1)OC1=C(C=CC=C1)OC)[C@@H]1[C@@H](N(C(O1)(C)C)C(C)=O)CC1=CC(=CC(=C1)F)F ((2R,4R)-2-[(4S,5S)-3-acetyl-4-(3,5-difluoro-benzyl)-2,2-dimethyl-oxazolidin-5-yl]-4-(2-methoxy-phenoxy)-pyrrolidine-1-carboxylic acid tert-butyl ester). Run in O1CCOCC1 (dioxane). Run at time 1 hour. Product: Cl.FC=1C=C(C[C@@H]([C@@H]([C@@H]2NC[C@@H](C2)OC2=C(C=CC=C2)OC)O)NC(C)=O)C=C(C1)F (N-{(1S,2R)-1-(3,5-Difluoro-benzyl)-2-hydroxy-2-[(2R,4R)-4-(2-methoxy-phenoxy)-pyrrolidin-2-yl]-ethyl}-acetamide hydrochloride). Isolated yield 100.0%. Reaction SMILES: [ClH:1].C(OC([N:9]1[CH2:13][C@H:12]([O:14][C:15]2[CH:20]=[CH:19][CH:18]=[CH:17][C:16]=2[O:21][CH3:22])[CH2:11][C@@H:10]1[C@H:23]1[O:27]C(C)(C)[N:25]([C:30](=[O:32])[CH3:31])[C@H:24]1[CH2:33][C:34]1[CH:39]=[C:38]([F:40])[CH:37]=[C:36]([F:41])[CH:35]=1)=O)(C)(C)C>O1CCOCC1>[ClH:1].[F:41][C:36]1[CH:35]=[C:34]([CH:39]=[C:38]([F:40])[CH:37]=1)[CH2:33][C@H:24]([NH:25][C:30](=[O:32])[CH3:31])[C@H:23]([OH:27])[C@H:10]1[CH2:11][C@@H:12]([O:14][C:15]2[CH:20]=[CH:19][CH:18]=[CH:17][C:16]=2[O:21][CH3:22])[CH2:13][NH:9]1 |f:3.4|. Procedure: Add 4M hydrogen chloride in dioxane (3 mL) to (2R,4R)-2-[(4S,5S)-3-acetyl-4-(3,5-difluoro-benzyl)-2,2-dimethyl-oxazolidin-5-yl]-4-(2-methoxy-phenoxy)-pyrrolidine-1-carboxylic acid tert-butyl ester (0.061 g, 0.21 mmol). Stir 1 h and concentrate to give the title compound as a foam (0.05 g, 100%). The reactants are C(C)(C)(C)OC(=O)N[C@@H](C(=O)OC)CC1=CC=CC=C1 ((R)-Methyl 2-((tert-butoxycarbonyl)amino)-3-phenylpropanoate), CC(C)C[AlH]CC(C)C (DIBAL-H), C1(=CC=CC=C1)C (toluene), C(=O)([O-])C(O)C(O)C(=O)[O-].[K+].[Na+] (sodium potassium tartrate). Run in C1(=CC=CC=C1)C.C(Cl)Cl (toluene DCM), CO (Methanol). Conditions: time 1 hour. Yields the product C(C)(C)(C)OC(N[C@@H](C=O)CC1=CC=CC=C1)=O ((R)-tert-Butyl(1-oxo-3-phenylpropan-2-yl)carbamate). Isolated yield 88.7%. As a reaction SMILES: [C:1]([O:5][C:6]([NH:8][C@H:9]([CH2:14][C:15]1[CH:20]=[CH:19][CH:18]=[CH:17][CH:16]=1)[C:10](OC)=[O:11])=[O:7])([CH3:4])([CH3:3])[CH3:2].CC(C[AlH]CC(C)C)C.C1(C)C=CC=CC=1.C(C(C(C([O-])=O)O)O)([O-])=O.[K+].[Na+]>C1(C)C=CC=CC=1.C(Cl)Cl.CO>[C:1]([O:5][C:6](=[O:7])[NH:8][C@H:9]([CH2:14][C:15]1[CH:20]=[CH:19][CH:18]=[CH:17][CH:16]=1)[CH:10]=[O:11])([CH3:4])([CH3:2])[CH3:3] |f:3.4.5,6.7|. Procedure details: To a stirred solution of compound 31c (25.0 g, 90 mmol) in toluene-DCM (4:1, 1000 mL) was added dropwise a solution of DIBAL-H in toluene (1.0 M, 179 mL, 179 mmol) at −78° C. under argon and the mixture was stirred for 1 h at this temperature. Methanol (200 mL) was added immediately to quench the reaction. The reaction mixture was poured into a solution of 200 mL of 20% sodium potassium tartrate (Rochelle salt) and stirred at rt until the two layers separated. The organic layer was concentrated ...